From a dataset of the Open Reaction Database (ORD), a public repository of structured organic reaction records. describe an organic reaction: reactants, conditions, products, and yield As a reaction SMILES: [CH2:30]1[O:31][CH2:32][CH2:33][CH2:34]1.[CH2:9]([Li:10])[CH2:11][CH2:12][CH3:13].[CH3:35][CH2:36][CH2:37][CH2:38][CH2:39][CH3:40].[F:14][c:15]1[c:16]([C:22]2=[N:26][C:25]([CH3:27])([CH3:28])[CH2:24][O:23]2)[c:17]([F:21])[cH:18][cH:19][cH:20]1.[F:1][c:2]1[cH:3][cH:4][c:5]([SH:8])[cH:6][cH:7]1.[OH2:29]>>[F:1][c:2]1[cH:3][cH:4][c:5]([S:8][c:17]2[c:16]([C:22]3=[N:26][C:25]([CH3:27])([CH3:28])[CH2:24][O:23]3)[c:15]([F:14])[cH:20][cH:19][cH:18]2)[cH:6][cH:7]1. Reactants: C1CCOC1, [Li]CCCC, CCCCCC, CC1(C)COC(c2c(F)cccc2F)=N1, Fc1ccc(S)cc1, O. The product is CC1(C)COC(c2c(F)cccc2Sc2ccc(F)cc2)=N1. The reactants are Cc1cncc(C#N)c1, C[Al](C)C, Cc1ccccc1, CS(=O)(=O)c1ccc(N)cc1, Cl. Product: Cc1cncc(C(=N)Nc2ccc(S(C)(=O)=O)cc2)c1. Reaction SMILES: [C:17](#[N:18])[c:19]1[cH:20][n:21][cH:22][c:23]([CH3:25])[cH:24]1.[CH3:13][Al:14]([CH3:15])[CH3:16].[CH3:26][c:27]1[cH:28][cH:29][cH:30][cH:31][cH:32]1.[CH3:2][S:3](=[O:4])(=[O:5])[c:6]1[cH:7][cH:8][c:9]([NH2:10])[cH:11][cH:12]1.[ClH:1]>>[CH3:2][S:3](=[O:4])(=[O:5])[c:6]1[cH:7][cH:8][c:9]([NH:10][C:17](=[NH:18])[c:19]2[cH:20][n:21][cH:22][c:23]([CH3:25])[cH:24]2)[cH:11][cH:12]1. Starting materials: CCOC(=O)C(C)(C)Oc1ccc(OCCC2CN(Cc3ccc(OC)cc3)C(=O)N2C)cc1C, O=C(O)C(F)(F)F. Yields the product CCOC(=O)C(C)(C)Oc1ccc(OCCC2CNC(=O)N2C)cc1C. RXN SMILES: [CH2:1]([CH3:2])[O:3][C:4]([C:5]([CH3:6])([CH3:7])[O:8][c:9]1[c:10]([CH3:34])[cH:11][c:12]([O:15][CH2:16][CH2:17][CH:18]2[N:19]([CH3:33])[C:20](=[O:32])[N:21]([CH2:23][c:24]3[cH:25][cH:26][c:27]([O:28][CH3:29])[cH:30][cH:31]3)[CH2:22]2)[cH:13][cH:14]1)=[O:35].[F:36][C:37]([F:38])([F:39])[C:40]([OH:41])=[O:42]>>[CH2:1]([CH3:2])[O:3][C:4]([C:5]([CH3:6])([CH3:7])[O:8][c:9]1[c:10]([CH3:34])[cH:11][c:12]([O:15][CH2:16][CH2:17][CH:18]2[N:19]([CH3:33])[C:20](=[O:32])[NH:21][CH2:22]2)[cH:13][cH:14]1)=[O:35]. Starting materials: C1(CC1)CNC(=O)C=1NC=C(C1)C(=O)C=1C(=NOC1C)C1=CC=C(C=C1)F (4-(5-methyl-3-(4-fluorophenyl)-isoxazole-4-carbonyl)-1H-pyrrole-2-carboxylic acid (cyclopropylmethyl)-amide), FC=1C=C(C=CC1F)C1=NOC(=C1C(=O)C=1C=C(NC1)C(C(Cl)(Cl)Cl)=O)C (4-[3-(3,4-difluoro-phenyl)-5-methyl-isoxazole-4-carbonyl]-2-trichloroacetyl-1H-pyrrole), FC=1C=C(C=CC1F)C1=NOC(=C1C(=O)C=1C=C(NC1)C(C(Cl)(Cl)Cl)=O)C (4-[3-(3,4-difluoro-phenyl)-5-methyl-isoxazole-4-carbonyl]-2-trichloroacetyl-1H-pyrrole), tetrahydro-pyran-4-yl amine(commercially available). The product is O1CCC(CC1)NC(=O)C=1NC=C(C1)C(=O)C=1C(=NOC1C)C1=CC(=C(C=C1)F)F (4-[3-(3,4-Difluoro-phenyl)-5-methyl-isoxazole-4-carbonyl]-1H-pyrrole-2-carboxylic acid (tetrahydro-pyran-4-yl)-amide). RXN SMILES: C1(CNC(C2NC=C(C([C:15]3[C:16]([C:21]4[CH:26]=CC(F)=CC=4)=[N:17][O:18][C:19]=3C)=O)C=2)=O)CC1.[F:28][C:29]1[CH:30]=[C:31]([C:36]2[C:40]([C:41]([C:43]3[CH:44]=[C:45]([C:48](=[O:53])C(Cl)(Cl)Cl)[NH:46][CH:47]=3)=[O:42])=[C:39]([CH3:54])[O:38][N:37]=2)[CH:32]=[CH:33][C:34]=1[F:35]>>[O:18]1[CH2:26][CH2:21][CH:16]([NH:17][C:48]([C:45]2[NH:46][CH:47]=[C:43]([C:41]([C:40]3[C:36]([C:31]4[CH:32]=[CH:33][C:34]([F:35])=[C:29]([F:28])[CH:30]=4)=[N:37][O:38][C:39]=3[CH3:54])=[O:42])[CH:44]=2)=[O:53])[CH2:15][CH2:19]1. Procedure: According to the procedure described for the synthesis of 4-(5-methyl-3-(4-fluorophenyl)-isoxazole-4-carbonyl)-1H-pyrrole-2-carboxylic acid (cyclopropylmethyl)-amide (example 229, step 2), the title compound has been synthesized from 4-[3-(3,4-difluoro-phenyl)-5-methyl-isoxazole-4-carbonyl]-2-trichloroacetyl-1H-pyrrole (intermediate 19) and tetrahydro-pyran-4-yl amine(commercially available) in 41.5 yield. (m/e): 416.1 (MH+; 100%).